Dataset: the Open Reaction Database (ORD), a public repository of structured organic reaction records. Task: describe an organic reaction: reactants, conditions, products, and yield Reactants: C(C)(=O)O[BH-](OC(C)=O)OC(C)=O.[Na+] (sodium triacetoxyborohydride), ClC1=C(C=C(C=C1C=O)C#N)NC1=NN2C(C(=N1)NC1CC1)=NC=C2C#N (2-((2-chloro-5-cyano-3-formylphenyl)amino)-4-(cyclopropylamino)imidazo[2,1-f][1,2,4]triazine-7-carbonitrile), C(C)(=O)O (acetic acid), C1OCC12CNCCC2 (2-oxa-6-azaspiro[3.5]nonane). Solvent: C1CCOC1 (THF), ClCCCl (DCE). Reaction conditions: time 5 minute. Product: C1OCC12CN(CCC2)CC=2C(=C(C=C(C2)C#N)NC2=NN1C(C(=N2)NC2CC2)=NC=C1C#N)Cl (2-((3-(2-oxa-6-azaspiro[3.5]nonan-6-ylmethyl)-2-chloro-5-cyanophenyl)amino)-4-(cyclopropylamino)imidazo[2,1-f][1,2,4]triazine-7-carbonitrile). RXN SMILES: [Cl:1][C:2]1[C:7]([CH:8]=O)=[CH:6][C:5]([C:10]#[N:11])=[CH:4][C:3]=1[NH:12][C:13]1[N:18]=[C:17]([NH:19][CH:20]2[CH2:22][CH2:21]2)[C:16]2=[N:23][CH:24]=[C:25]([C:26]#[N:27])[N:15]2[N:14]=1.C(O)(=O)C.[CH2:32]1[C:35]2([CH2:40][CH2:39][CH2:38][NH:37][CH2:36]2)[CH2:34][O:33]1.C(O[BH-](OC(=O)C)OC(=O)C)(=O)C.[Na+]>C1COCC1.ClCCCl>[CH2:32]1[C:35]2([CH2:40][CH2:39][CH2:38][N:37]([CH2:8][C:7]3[C:2]([Cl:1])=[C:3]([NH:12][C:13]4[N:18]=[C:17]([NH:19][CH:20]5[CH2:21][CH2:22]5)[C:16]5=[N:23][CH:24]=[C:25]([C:26]#[N:27])[N:15]5[N:14]=4)[CH:4]=[C:5]([C:10]#[N:11])[CH:6]=3)[CH2:36]2)[CH2:34][O:33]1 |f:3.4|. Reported procedure: A suspension of 2-((2-chloro-5-cyano-3-formylphenyl)amino)-4-(cyclopropylamino)imidazo[2,1-f][1,2,4]triazine-7-carbonitrile (Example 400) (20 mg, 0.053 mmol), acetic acid (9.07 tli, 0.158 mmol) and 2-oxa-6-azaspiro[3.5]nonane (16.79 mg, 0.132 mmol) in THF (0.5 ml) was stirred at room temperature to for 5 min. to achieve solution. DCE (0.5 mL) was added and after 25 min, sodium triacetoxyborohydride (33.6 mg, 0.158 mmol) was added. LCMS analysis found the desired mass of the product. The mixture ...